From a dataset of the Open Reaction Database (ORD), a public repository of structured organic reaction records. describe an organic reaction: reactants, conditions, products, and yield Starting materials: ClC=1C=C(C2=C(CC(O2)CN(C(=O)Cl)CCCC)C1)Cl (N-(5,7-dichloro-2,3-dihydrobenzofuran-2-ylmethyl)-N-butylcarbamyl chloride), N1N=[C-]N=C1.[Na+] (sodium 1,2,4-triazolide). Run in O1CCCC1 (tetrahydrofuran). Reaction conditions: temperature 65 celsius, time 6 hour. Product: ClC=1C=C(C2=C(CC(O2)CN(C(=O)N2N=CN=C2)CCCC)C1)Cl (1-(N-(5,7-dichloro-2,3-dihydrobenzofuran-2-ylmethyl)-N-butylcarbamyl)-1,2,4-triazole). Yield: 88.7%. Reaction SMILES: [Cl:1][C:2]1[CH:3]=[C:4]([Cl:20])[C:5]2[O:9][CH:8]([CH2:10][N:11]([CH2:15][CH2:16][CH2:17][CH3:18])[C:12](Cl)=[O:13])[CH2:7][C:6]=2[CH:19]=1.[NH:21]1[CH:25]=[N:24][C-:23]=[N:22]1.[Na+]>O1CCCC1>[Cl:1][C:2]1[CH:3]=[C:4]([Cl:20])[C:5]2[O:9][CH:8]([CH2:10][N:11]([CH2:15][CH2:16][CH2:17][CH3:18])[C:12]([N:21]3[CH:25]=[N:24][CH:23]=[N:22]3)=[O:13])[CH2:7][C:6]=2[CH:19]=1 |f:1.2|. Reported procedure: 13.5 g (0.04 mole) of N-(5,7-dichloro-2,3-dihydrobenzofuran-2-ylmethyl)-N-butylcarbamyl chloride were added dropwise to a suspension of 5.5 g (0.06 mole) of sodium 1,2,4-triazolide in 120 ml of dry tetrahydrofuran at 20° C. The mixture was stirred for 6 hours at 65° C., after which it was cooled to 20° C., and the precipitate was filtered off under suction. The filtrate was evaporated down, the residue was suspended in 30 ml of diethyl ether, and the product was filtered off under suction. 13.1 ... Starting materials: CO, NN, COc1cc(Cl)c2nc(Cl)nc(N)c2c1OC. The product is COc1cc(Cl)c2nc(NN)nc(N)c2c1OC. As a reaction SMILES: [CH3:20][OH:21].[NH2:18][NH2:19].[NH2:1][c:2]1[n:3][c:4]([Cl:17])[n:5][c:6]2[c:7]([Cl:16])[cH:8][c:9]([O:14][CH3:15])[c:10]([O:12][CH3:13])[c:11]12>>[NH2:1][c:2]1[n:3][c:4]([NH:18][NH2:19])[n:5][c:6]2[c:7]([Cl:16])[cH:8][c:9]([O:14][CH3:15])[c:10]([O:12][CH3:13])[c:11]12. Reactants: BrC=1C=C2CCN(C2=CC1)C(CC1=C(C=CC(=C1)F)F)=O (5-bromo-1-[(2,5-difluorophenyl)acetyl]-2,3-dihydro-1H-indole), bispinacolatodiboron, C(C)(=O)[O-].[K+] (potassium acetate), PdCl2(dppf)-CH2Cl2Adduct, BrC1=CSC2=C1C(=NC=C2)N (3-bromothieno[3,2-c]pyridin-4-amine), C([O-])(O)=O.[Na+] (sodium bicarbonate). The reagents and catalysts are C1=CC=C(C=C1)P([C-]2C=CC=C2)C3=CC=CC=C3.C1=CC=C(C=C1)P([C-]2C=CC=C2)C3=CC=CC=C3.Cl[Pd]Cl.[Fe+2].C(Cl)Cl (PdCl2(dppf) CH2Cl2). The solvent is C(C)(=O)OCC (ethyl acetate), O1CCOCC1 (1,4-Dioxane), O (water). Run at temperature 100 celsius, time 48 hour. The product is FC1=C(C=C(C=C1)F)CC(=O)N1CCC2=CC(=CC=C12)C1=CSC2=C1C(=NC=C2)N (3-{1-[(2,5-difluorophenyl)acetyl]-2,3-dihydro-1H-indol-5-yl}thieno[3,2-c]pyridin-4-amine). Yield: 62.8%. RXN SMILES: Br[C:2]1[CH:3]=[C:4]2[C:8](=[CH:9][CH:10]=1)[N:7]([C:11](=[O:21])[CH2:12][C:13]1[CH:18]=[C:17]([F:19])[CH:16]=[CH:15][C:14]=1[F:20])[CH2:6][CH2:5]2.C([O-])(=O)C.[K+].Br[C:28]1[C:32]2[C:33]([NH2:37])=[N:34][CH:35]=[CH:36][C:31]=2[S:30][CH:29]=1.C(=O)(O)[O-].[Na+]>C1C=CC(P(C2C=CC=CC=2)[C-]2C=CC=C2)=CC=1.C1C=CC(P(C2C=CC=CC=2)[C-]2C=CC=C2)=CC=1.Cl[Pd]Cl.[Fe+2].C(Cl)Cl.C(OCC)(=O)C.O.O1CCOCC1>[F:20][C:14]1[CH:15]=[CH:16][C:17]([F:19])=[CH:18][C:13]=1[CH2:12][C:11]([N:7]1[C:8]2[C:4](=[CH:3][C:2]([C:28]3[C:32]4[C:33]([NH2:37])=[N:34][CH:35]=[CH:36][C:31]=4[S:30][CH:29]=3)=[CH:10][CH:9]=2)[CH2:5][CH2:6]1)=[O:21] |f:1.2,4.5,6.7.8.9.10|. Procedure details: In a sealable tube, to 5-bromo-1-[(2,5-difluorophenyl)acetyl]-2,3-dihydro-1H-indole (0.700 g, 1.988 mmol), bispinacolatodiboron (0.606 g, 2.385 mmol) and potassium acetate (0.585 g, 5.96 mmol) was added 1,4-Dioxane (15 mL) and the mixture was degassed with N2 for 10 minutes. PdCl2(dppf)-CH2Cl2Adduct (0.081 g, 0.99 mmol) was added and the reaction mixture was sealed and stirred for 48 hours at 100° C. The mixture was cooled to room temperature and treated with 5 mL of water, 3-bromothieno[3,2-c]p... Reactants: C([O-])([O-])=O.[Na+].[Na+] (sodium carbonate), ClC=1NC(C2=C(N1)NC=C2)=O (2-chloro-3,7-dihydro-pyrrolo[2,3-d]pyrimidin-4-one), ClC=1NC(C2=C(N1)NC=C2)=O (2-chloro-3,7-dihydro-pyrrolo[2,3-d]pyrimidin-4-one), CC1(OB(OC1(C)C)C1=CC=C(C=C1)C(F)(F)F)C (4,4,5,5-tetramethyl-2-(4-(trifluoromethyl)phenyl)-1,3,2-dioxaborolane). Reagents/catalysts: C=1C=CC(=CC1)[P](C=2C=CC=CC2)(C=3C=CC=CC3)[Pd]([P](C=4C=CC=CC4)(C=5C=CC=CC5)C=6C=CC=CC6)([P](C=7C=CC=CC7)(C=8C=CC=CC8)C=9C=CC=CC9)[P](C=1C=CC=CC1)(C=1C=CC=CC1)C=1C=CC=CC1 (tetrakis(triphenylphosphine)palladium(0)). Solvent: C(C)O (ethanol). Conditions: temperature 150 celsius. The product is FC(C1=CC=C(C=C1)C=1NC(C2=C(N1)NC=C2)=O)(F)F (2-(4-trifluoromethyl-phenyl)-3,7-dihydro-pyrrolo[2,3-d]pyrimidin-4-one). The yield is 5.6%. As a reaction SMILES: Cl[C:2]1[NH:3][C:4](=[O:11])[C:5]2[CH:10]=[CH:9][NH:8][C:6]=2[N:7]=1.CC1(C)C(C)(C)OB([C:20]2[CH:25]=[CH:24][C:23]([C:26]([F:29])([F:28])[F:27])=[CH:22][CH:21]=2)O1.C(=O)([O-])[O-].[Na+].[Na+]>C(O)C.C1C=CC([P]([Pd]([P](C2C=CC=CC=2)(C2C=CC=CC=2)C2C=CC=CC=2)([P](C2C=CC=CC=2)(C2C=CC=CC=2)C2C=CC=CC=2)[P](C2C=CC=CC=2)(C2C=CC=CC=2)C2C=CC=CC=2)(C2C=CC=CC=2)C2C=CC=CC=2)=CC=1>[F:27][C:26]([F:29])([F:28])[C:23]1[CH:24]=[CH:25][C:20]([C:2]2[NH:3][C:4](=[O:11])[C:5]3[CH:10]=[CH:9][NH:8][C:6]=3[N:7]=2)=[CH:21][CH:22]=1 |f:2.3.4,^1:43,45,64,83|. Procedure details: A microwave reaction vial was charged with 2-chloro-3,7-dihydro-pyrrolo[2,3-d]pyrimidin-4-one (Intermediate F) (80 mg, 0.32 mmol), 4,4,5,5-tetramethyl-2-(4-(trifluoromethyl)phenyl)-1,3,2-dioxaborolane (154 mg, 0.56 mmol), tetrakis(triphenylphosphine)palladium(0) (27.3 mg, 0.024 mmol) and a 2M aqueous sodium carbonate solution (0.75 mL) in ethanol (3 mL). The vial was sealed and the reaction was heated in the microwave at 150° C. for 10 min. At this time, the resulting mixture was filtered throug...